This data is from the Open Reaction Database (ORD), a public repository of structured organic reaction records. The task is: describe an organic reaction: reactants, conditions, products, and yield Reactants: CCc1ccc(Cc2cc3c(cc2Cl)C(O)CC32OC(COCc3ccccc3)C(OCc3ccccc3)C(OCc3ccccc3)C2OCc2ccccc2)cc1, ClCCl. The product is CCc1ccc(Cc2cc3c(cc2Cl)C(=O)CC32OC(COCc3ccccc3)C(OCc3ccccc3)C(OCc3ccccc3)C2OCc2ccccc2)cc1. Reaction SMILES: [CH2:1]([c:2]1[cH:3][cH:4][cH:5][cH:6][cH:7]1)[O:8][CH:9]1[CH:10]([O:51][CH2:52][c:53]2[cH:54][cH:55][cH:56][cH:57][cH:58]2)[CH:11]([O:43][CH2:44][c:45]2[cH:46][cH:47][cH:48][cH:49][cH:50]2)[CH:12]([CH2:34][O:35][CH2:36][c:37]2[cH:38][cH:39][cH:40][cH:41][cH:42]2)[O:13][C:14]12[CH2:15][CH:16]([OH:33])[c:17]1[cH:18][c:19]([Cl:32])[c:20]([CH2:23][c:24]3[cH:25][cH:26][c:27]([CH2:30][CH3:31])[cH:28][cH:29]3)[cH:21][c:22]12.[Cl:59][CH2:60][Cl:61]>>[CH2:1]([c:2]1[cH:3][cH:4][cH:5][cH:6][cH:7]1)[O:8][CH:9]1[CH:10]([O:51][CH2:52][c:53]2[cH:54][cH:55][cH:56][cH:57][cH:58]2)[CH:11]([O:43][CH2:44][c:45]2[cH:46][cH:47][cH:48][cH:49][cH:50]2)[CH:12]([CH2:34][O:35][CH2:36][c:37]2[cH:38][cH:39][cH:40][cH:41][cH:42]2)[O:13][C:14]12[CH2:15][C:16](=[O:33])[c:17]1[cH:18][c:19]([Cl:32])[c:20]([CH2:23][c:24]3[cH:25][cH:26][c:27]([CH2:30][CH3:31])[cH:28][cH:29]3)[cH:21][c:22]12.